From a dataset of the Open Reaction Database (ORD), a public repository of structured organic reaction records. describe an organic reaction: reactants, conditions, products, and yield Reactants: COC(C(=CC(N(CC1=CC=C(C=C1)F)C1=CC(=C(C=C1)Cl)Cl)=O)O)=O (3-[(3,4-Dichlorophenyl)-(4-fluorobenzyl)-carbamoyl]-2-hydroxy-acrylic acid methyl ester), COC(C(=CC(N(CC1=CC=C(C=C1)F)C1=CC(=C(C=C1)Cl)Cl)=O)O)=O (3-[(3,4-Dichlorophenyl)-(4-fluorobenzyl)-carbamoyl]-2-hydroxy-acrylic acid methyl ester), C=O (paraformaldehyde), CN (methylamine), ClC=1C=C(CN(C(=O)C=2CN(C(C2O)=O)C)C)C=CC1Cl (4-Hydroxy-1-methyl-5-oxo-2,5-dihydro-1H-pyrrole-3-carboxylic acid (3,4-dichloro-benzyl)-methyl amide). Yields the product ClC=1C=C(C=CC1Cl)N(C(=O)C=1CN(C(C1O)=O)C)CC1=CC=C(C=C1)F (4-Hydroxy-1-methyl-5-oxo-2,5-dihydro-1H-pyrrole-3-carboxylic acid (3,4-dichloro-phenyl)-(4-fluoro-benzyl)-amide). Isolated yield 68.0%. Reaction SMILES: CO[C:3](=[O:26])[C:4]([OH:25])=[CH:5][C:6](=[O:24])[N:7]([C:16]1[CH:21]=[CH:20][C:19]([Cl:22])=[C:18]([Cl:23])[CH:17]=1)[CH2:8][C:9]1[CH:14]=[CH:13][C:12]([F:15])=[CH:11][CH:10]=1.C=O.CN.ClC1C=C(C=CC=1Cl)[CH2:35][N:36](C)[C:37](C1CN(C)C(=O)C=1O)=O>>[Cl:23][C:18]1[CH:17]=[C:16]([N:7]([CH2:8][C:9]2[CH:14]=[CH:13][C:12]([F:15])=[CH:11][CH:10]=2)[C:6]([C:5]2[CH2:35][N:36]([CH3:37])[C:3](=[O:26])[C:4]=2[OH:25])=[O:24])[CH:21]=[CH:20][C:19]=1[Cl:22]. Reported procedure: 3-[(3,4-Dichlorophenyl)-(4-fluorobenzyl)-carbamoyl]-2-hydroxy-acrylic acid methyl ester (Compound 78-B) was treated with paraformaldehyde and methylamine as described in the preparation of Compound 12 to give the title compound as a white solid (68% yield); mp 195° C., dec. 1HNMR 400 MHz (CDCl3) δ (ppm): 2.9 (3H, s, NCH3), 3.03 (2H, s, NCH2), 4.90 (2H, s, NCH2), 6.87 (1H, dd, J=2.5 Hz and J=8.6 Hz, aromatic), 7.02 (2H, m, aromatics), 7.2 (2H, m, aromatics), 7.22 (1H, d, J=2.5 Hz, aromatic), 7.49... The reactants are CN(CCCOC1=CC=C(C=C1)C1=CN=C(S1)NC1=CC=CC=C1)C ({5-[4-(3-dimethylamino-propoxy)-phenyl]-thiazol-2-yl}-phenyl-amine), CC=1C=C(C=CC1NC=1SC(=CN1)C1=CSC=C1)O (3-methyl-4-(5-thiophen-3-yl-thiazol-2-ylamino)-phenol), Cl.ClCCN(C)C ((2-chloroethyl)-dimethylamine hydrochloride). Run in C(Cl)Cl.CO (CH2Cl2 MeOH). The product is CN(CCOC1=CC(=C(C=C1)NC=1SC(=CN1)C1=CSC=C1)C)C ([4-(2-Dimethylamino-ethoxy)-2-methyl-phenyl]-(5-thiophen-3-yl-thiazol-2-yl)-amine). RXN SMILES: [CH3:1][N:2]([CH3:25])[CH2:3][CH2:4]COC1C=CC(C2SC(NC3C=CC=CC=3)=NC=2)=CC=1.[CH3:26][C:27]1[CH:28]=[C:29]([OH:44])[CH:30]=[CH:31][C:32]=1[NH:33][C:34]1[S:35][C:36]([C:39]2[CH:43]=[CH:42][S:41][CH:40]=2)=[CH:37][N:38]=1.Cl.ClCCN(C)C>C(Cl)Cl.CO>[CH3:1][N:2]([CH3:25])[CH2:3][CH2:4][O:44][C:29]1[CH:30]=[CH:31][C:32]([NH:33][C:34]2[S:35][C:36]([C:39]3[CH:43]=[CH:42][S:41][CH:40]=3)=[CH:37][N:38]=2)=[C:27]([CH3:26])[CH:28]=1 |f:2.3,4.5|. Procedure: The title compound is prepared as described in Example 8 for {5-[4-(3-dimethylamino-propoxy)-phenyl]-thiazol-2-yl}-phenyl-amine but starting from 3-methyl-4-(5-thiophen-3-yl-thiazol-2-ylamino)-phenol and using (2-chloroethyl)-dimethylamine hydrochloride. The title compound: ES-MS: 360.0 [M+H]+; single peak at tR=2.78 min (System 2); Rf=0.32 (CH2Cl2/MeOH, 75/25). Starting materials: ClC1=C(C(=S)O)C=CC(=C1)Cl (2,4-dichloro-thiobenzoic acid), ClCSC#N (chloromethyl thiocyanate), yellowish oil. Product: S(C#N)COC(C1=C(C=C(C=C1)Cl)Cl)=S (2,4-Dichloro-thiobenzoic acid thiocyanomethyl ester). Yield: 81.0%. Reaction SMILES: [Cl:1][C:2]1[CH:10]=[C:9]([Cl:11])[CH:8]=[CH:7][C:3]=1[C:4]([OH:6])=[S:5].Cl[CH2:13][S:14][C:15]#[N:16]>>[S:14]([CH2:13][O:6][C:4](=[S:5])[C:3]1[CH:7]=[CH:8][C:9]([Cl:11])=[CH:10][C:2]=1[Cl:1])[C:15]#[N:16]. Reported procedure: 15.8 g (0.064 mol) of the K salt of 2,4-dichloro-thiobenzoic acid and 6.3 g (0.06 mol) of chloromethyl thiocyanate were reacted and processed as in Example 1 B. 13.5 g of a yellowish oil having a density of 1.45 (this corresponds to a yield of 81% of the theoretical conversion). Use Examples The reactants are S1C2=C(NC(C1)=O)C=NC=C2 (4H-pyrido[4,3-b][1,4]thiazin-3-one), C(=O)([O-])[O-].[Cs+].[Cs+] (Cs2CO3), ClCCCI (3-chloro-1-iodopropane). Product: ClCCCN1C2=C(SCC1=O)C=CN=C2 (4-(3-Chloropropyl)-4H-pyrido[4,3-b][1,4]thiazin-3-one). Isolated yield 110.1%. RXN SMILES: [S:1]1[CH2:6][C:5](=[O:7])[NH:4][C:3]2[CH:8]=[N:9][CH:10]=[CH:11][C:2]1=2.C([O-])([O-])=O.[Cs+].[Cs+].[Cl:18][CH2:19][CH2:20][CH2:21]I>>[Cl:18][CH2:19][CH2:20][CH2:21][N:4]1[C:5](=[O:7])[CH2:6][S:1][C:2]2[CH:11]=[CH:10][N:9]=[CH:8][C:3]1=2 |f:1.2.3|. Reported procedure: 4H-pyrido[4,3-b][1,4]thiazin-3-one (81MF939a) (0.087 g, 0.52 mmol), Cs2CO3 (0.256 g, 0.78 mmol) and 3-chloro-1-iodopropane (0.116 g, 0.57 mmol) were mixed according to GP5 giving the crude title compound (0.139 g). 1H NMR (CDCl3) δ 8.43 (s, 1H), 8.17 (d, J=5.2 Hz, 1H), 7.25 (d, J=5.2 Hz, 1H), 4.20-4.15 (m, 2H), 3.55 (t, J=6.2 Hz, 2H), 3.41 (s, 2H), 2.17-2.10 (m, 2H). The reactants are O=C([O-])O, C1CCOC1, CC(=O)[O-], CCOC(C)=O, CCOC(=O)C(F)(F)CN, [Na+], [Na+], O=C1CCCC1. As a reaction SMILES: [C:22](=[O:23])([OH:24])[O-:25].[CH2:27]1[O:28][CH2:29][CH2:30][CH2:31]1.[CH3:18][C:19](=[O:20])[O-:21].[CH3:32][CH2:33][O:34][C:35](=[O:36])[CH3:37].[NH2:1][CH2:2][C:3]([C:4](=[O:5])[O:6][CH2:7][CH3:8])([F:9])[F:10].[Na+:17].[Na+:26].[O:11]=[C:12]1[CH2:13][CH2:14][CH2:15][CH2:16]1>>[NH:1]([CH2:2][C:3]([C:4](=[O:5])[O:6][CH2:7][CH3:8])([F:9])[F:10])[CH:12]1[CH2:13][CH2:14][CH2:15][CH2:16]1. The product is CCOC(=O)C(F)(F)CNC1CCCC1.